Dataset: the Open Reaction Database (ORD), a public repository of structured organic reaction records. Task: describe an organic reaction: reactants, conditions, products, and yield Reactants: O=C([O-])[O-], CNC, CC#N, O=C1CCc2cc([N+](=O)[O-])ccc2N1CCCCl, Cl, [I-], [K+], [K+], [K+]. Yields the product CN(C)CCCN1C(=O)CCc2cc([N+](=O)[O-])ccc21. As a reaction SMILES: [C:25](=[O:26])([O-:27])[O-:28].[CH3:20][NH:21][CH3:22].[CH3:31][C:32]#[N:33].[Cl:1][CH2:2][CH2:3][CH2:4][N:5]1[C:6](=[O:18])[CH2:7][CH2:8][c:9]2[cH:10][c:11]([N+:15](=[O:16])[O-:17])[cH:12][cH:13][c:14]21.[ClH:19].[I-:24].[K+:23].[K+:29].[K+:30]>>[CH2:2]([CH2:3][CH2:4][N:5]1[C:6](=[O:18])[CH2:7][CH2:8][c:9]2[cH:10][c:11]([N+:15](=[O:16])[O-:17])[cH:12][cH:13][c:14]21)[N:21]([CH3:20])[CH3:22]. The reactants are C=CCN(C(=O)OCc1ccc([N+](=O)[O-])cc1)C1CCN(CC2CC(NC(=O)OC(C)(C)C)CC2c2ccccc2)CC1, O=C(Cl)Cc1ccccc1. Product: C=CCN(C(=O)OCc1ccc([N+](=O)[O-])cc1)C1CCN(CC2CC(NC(=O)Cc3ccccc3)CC2c2ccccc2)CC1. RXN SMILES: [C:1]([CH3:3])([CH3:4])([O:5][C:6](=[O:2])[NH:8][CH:9]1[CH2:10][CH:11]([CH2:20][N:21]2[CH2:22][CH2:23][CH:24]([N:27]([CH2:28][CH:29]=[CH2:30])[C:31](=[O:32])[O:33][CH2:34][c:35]3[cH:36][cH:37][c:38]([N+:41](=[O:42])[O-:43])[cH:39][cH:40]3)[CH2:25][CH2:26]2)[CH:12]([c:14]2[cH:15][cH:16][cH:17][cH:18][cH:19]2)[CH2:13]1)[CH3:7].[c:44]1([CH2:50][C:51]([Cl:52])=[O:53])[cH:45][cH:46][cH:47][cH:48][cH:49]1>>[O:5]=[C:6]([NH:8][CH:9]1[CH2:10][CH:11]([CH2:20][N:21]2[CH2:22][CH2:23][CH:24]([N:27]([CH2:28][CH:29]=[CH2:30])[C:31](=[O:32])[O:33][CH2:34][c:35]3[cH:36][cH:37][c:38]([N+:41](=[O:42])[O-:43])[cH:39][cH:40]3)[CH2:25][CH2:26]2)[CH:12]([c:14]2[cH:15][cH:16][cH:17][cH:18][cH:19]2)[CH2:13]1)[CH2:50][c:44]1[cH:45][cH:46][cH:47][cH:48][cH:49]1. Reactants: CCN=C=NCCCN(C)C, O=C(O)C(=Cc1ccc(F)c(F)c1)c1ccc(F)cc1, NCc1ccc(C(=O)Nc2ccccc2N)cc1, CN(C)C=O, On1nnc2ccccc21. The product is Nc1ccccc1NC(=O)c1ccc(CNC(=O)C(=Cc2ccc(F)c(F)c2)c2ccc(F)cc2)cc1. Reaction SMILES: [CH3:21][CH2:22][N:23]=[C:24]=[N:25][CH2:26][CH2:27][CH2:28][N:29]([CH3:30])[CH3:31].[F:1][c:2]1[cH:3][c:4]([CH:9]=[C:10]([C:11](=[O:12])[OH:13])[c:14]2[cH:15][cH:16][c:17]([F:20])[cH:18][cH:19]2)[cH:5][cH:6][c:7]1[F:8].[NH2:42][CH2:43][c:44]1[cH:45][cH:46][c:47]([C:48](=[O:49])[NH:50][c:51]2[c:52]([NH2:57])[cH:53][cH:54][cH:55][cH:56]2)[cH:58][cH:59]1.[O:60]=[CH:61][N:62]([CH3:63])[CH3:64].[OH:32][n:33]1[c:34]2[c:35]([cH:36][cH:37][cH:38][cH:39]2)[n:40][n:41]1>>[F:1][c:2]1[cH:3][c:4]([CH:9]=[C:10]([C:11](=[O:13])[NH:42][CH2:43][c:44]2[cH:45][cH:46][c:47]([C:48](=[O:49])[NH:50][c:51]3[c:52]([NH2:57])[cH:53][cH:54][cH:55][cH:56]3)[cH:58][cH:59]2)[c:14]2[cH:15][cH:16][c:17]([F:20])[cH:18][cH:19]2)[cH:5][cH:6][c:7]1[F:8].